From a dataset of the Open Reaction Database (ORD), a public repository of structured organic reaction records. describe an organic reaction: reactants, conditions, products, and yield The reactants are OC1(CCC2(OCC(CO2)(C)C)CC1)CC=O ((9-hydroxy-3,3-dimethyl-1,5-dioxa-spiro[5.5]undec-9-yl)-acetaldehyde), C1(=CC=CC=C1)[C@H](CC)N ((S)-1-phenyl-propylamine), Intermediate 2. Yields the product CC1(COC2(OC1)CCC(CC2)(O)CCN[C@@H](CC)C2=CC=CC=C2)C (3,3-Dimethyl-9-{2-[(S)-1-phenyl-propylamino]-ethyl}-1,5-dioxa-spiro[5.5]undecan-9-ol). Yield: 50.0%. Reaction SMILES: [OH:1][C:2]1([CH2:15][CH:16]=O)[CH2:14][CH2:13][C:5]2([O:10][CH2:9][C:8]([CH3:12])([CH3:11])[CH2:7][O:6]2)[CH2:4][CH2:3]1.[C:18]1([C@@H:24]([NH2:27])[CH2:25][CH3:26])[CH:23]=[CH:22][CH:21]=[CH:20][CH:19]=1>>[CH3:11][C:8]1([CH3:12])[CH2:9][O:10][C:5]2([CH2:4][CH2:3][C:2]([CH2:15][CH2:16][NH:27][C@H:24]([C:18]3[CH:23]=[CH:22][CH:21]=[CH:20][CH:19]=3)[CH2:25][CH3:26])([OH:1])[CH2:14][CH2:13]2)[O:6][CH2:7]1. Procedure details: The title compound is prepared from (9-hydroxy-3,3-dimethyl-1,5-dioxa-spiro[5.5]undec-9-yl)-acetaldehyde and (S)-1-phenyl-propylamine following a procedure analogous to that described in Step 3 of Intermediate 2. Yield: 50% of theory; LC (method 8): tR=1.16 min; Mass spectrum (ESI+): m/z=362 [M+H]+. The reactants are C(C)(C)(C)OC(=O)N(CC(=O)OCC)CCO (ethyl N-(tert-butoxycarbonyl)-N-(2-hydroxyethyl)glycinate), BrCC(=O)OCC (ethyl bromoacetate), ice water, [H-].[Na+] (sodium hydride). The solvent is C1CCOC1 (THF). Reaction conditions: time 5 minute. Yields the product C(C)(C)(C)OC(=O)N(CC(=O)OCC)CCOCC(=O)OCC (ethyl N-(tert-butoxycarbonyl)-N-[2-(2-ethoxy-2-oxoethoxy)ethyl]glycinate). As a reaction SMILES: [C:1]([O:5][C:6]([N:8]([CH2:15][CH2:16][OH:17])[CH2:9][C:10]([O:12][CH2:13][CH3:14])=[O:11])=[O:7])([CH3:4])([CH3:3])[CH3:2].Br[CH2:19][C:20]([O:22][CH2:23][CH3:24])=[O:21].[H-].[Na+]>C1COCC1>[C:1]([O:5][C:6]([N:8]([CH2:15][CH2:16][O:17][CH2:19][C:20]([O:22][CH2:23][CH3:24])=[O:21])[CH2:9][C:10]([O:12][CH2:13][CH3:14])=[O:11])=[O:7])([CH3:3])([CH3:2])[CH3:4] |f:2.3|. Procedure: To a solution of ethyl N-(tert-butoxycarbonyl)-N-(2-hydroxyethyl)glycinate (1.2 g) in THF (17 mL) was added ethyl bromoacetate (0.8 ml) under ice-cooling, and the mixture was stirred for 5 min. To this solution was added sodium hydride (288 mg), and the mixture was stirred under ice-cooling for 5 min, and at room temperature for 60 min. The reaction mixture was ice-cooled again, ice water was added, and the mixture was extracted with ethyl acetate. The extract was washed successively with water ... Starting materials: C[Si](C)(C)[N-][Si](C)(C)C.[K+] (potassium bis(trimethylsilyl)amide), [Cl-].COC[P+](C1=CC=CC=C1)(C1=CC=CC=C1)C1=CC=CC=C1 ((methoxymethyl)triphenylphosphonium chloride), BrC=1C(=C(C=O)C=CC1)F (3-bromo-2-fluorobenzaldehyde), CCOCC (Ether). As a reaction SMILES: C[Si]([N-][Si](C)(C)C)(C)C.[K+].[Cl-].[CH3:12][O:13][CH2:14][P+](C1C=CC=CC=1)(C1C=CC=CC=1)C1C=CC=CC=1.[Br:34][C:35]1[C:36]([F:43])=[C:37]([CH:40]=[CH:41][CH:42]=1)[CH:38]=O.CCOCC>O1CCCC1>[Br:34][C:35]1[CH:42]=[CH:41][CH:40]=[C:37]([CH:38]=[CH:12][O:13][CH3:14])[C:36]=1[F:43] |f:0.1,2.3|. Run at time 30 minute. The solvent is O1CCCC1 (tetrahydrofuran), C1CCOC1 (THF). Yields the product BrC1=C(C(=CC=C1)C=COC)F (1-Bromo-2-fluoro-3-(2-methoxyvinyl)benzene). Yield: 80.8%. Procedure: A solution of potassium bis(trimethylsilyl)amide (0.5 M in toluene, 31.5 mL) was added to an ice-bath cooled, stirred slurry of (methoxymethyl)triphenylphosphonium chloride (5.07 g) in tetrahydrofuran (50 mL) keeping the temperature of the reaction mixture below 10° C. The mixture was stirred for 30 min. A solution of 3-bromo-2-fluorobenzaldehyde (2 g) in THF (5+3 mL) was added dropwise and the cold bath was removed. The mixture was stirred at ambient temperature for 1.5 h. The mixture was quenc... Reactants: BrC1=NN(C2=CC=C(C=C12)C=O)CC1=C(C=C(C=C1)Cl)C(F)(F)F (3-bromo-1-(4-chloro-2-trifluoromethylbenzyl)-1H-indazole-5-carbaldehyde), FC1=CC=C(C=C1)B(O)O (4-fluorophenylboronic acid), C([O-])([O-])=O.[Na+].[Na+] (sodium carbonate). Solvent: COCCOC.O (DME H2O). Reaction conditions: temperature 100 celsius, time 6 hour. The product is ClC1=CC(=C(CN2N=C(C3=CC(=CC=C23)C=O)C2=CC=C(C=C2)F)C=C1)C(F)(F)F (1-(4-chloro-2-trifluoromethylbenzyl)-3-(4-fluorophenyl)-1H-indazole-5-carbaldehyde). Reaction SMILES: Br[C:2]1[C:10]2[C:5](=[CH:6][CH:7]=[C:8]([CH:11]=[O:12])[CH:9]=2)[N:4]([CH2:13][C:14]2[CH:19]=[CH:18][C:17]([Cl:20])=[CH:16][C:15]=2[C:21]([F:24])([F:23])[F:22])[N:3]=1.[F:25][C:26]1[CH:31]=[CH:30][C:29](B(O)O)=[CH:28][CH:27]=1.C(=O)([O-])[O-].[Na+].[Na+]>COCCOC.O>[Cl:20][C:17]1[CH:18]=[CH:19][C:14]([CH2:13][N:4]2[C:5]3[C:10](=[CH:9][C:8]([CH:11]=[O:12])=[CH:7][CH:6]=3)[C:2]([C:29]3[CH:30]=[CH:31][C:26]([F:25])=[CH:27][CH:28]=3)=[N:3]2)=[C:15]([C:21]([F:24])([F:23])[F:22])[CH:16]=1 |f:2.3.4,5.6|. Procedure: A mixture of 3-bromo-1-(4-chloro-2-trifluoromethylbenzyl)-1H-indazole-5-carbaldehyde (0.311 mmol from Example 407), 4-fluorophenylboronic acid (0.498 mmol), Pd(dppf)Cl2 dichloromethane complex (0.0311 mmol) and sodium carbonate (0.933 mmol) in DME/H2O (4 mL; 4:1) under argon was stirred at 100° C. for 6 h, then concentrated. The residue was purified by chromatography (silica gel, hexanes to hexanes:EtOAc, 1:1) to afford 1-(4-chloro-2-trifluoromethylbenzyl)-3-(4-fluorophenyl)-1H-indazole-5-carbal... The reactants are CCOC(=O)C(=O)c1cc(Br)c(Br)s1, CC(=O)O, [Na+], [OH-], O. Product: O=C(O)C(=O)c1cc(Br)c(Br)s1. As a reaction SMILES: [CH2:1]([CH3:2])[O:3][C:4]([C:5](=[O:6])[c:7]1[s:8][c:9]([Br:13])[c:10]([Br:12])[cH:11]1)=[O:14].[CH3:17][C:18](=[O:19])[OH:20].[Na+:16].[OH-:15].[OH2:21]>>[O:3]=[C:4]([C:5](=[O:6])[c:7]1[s:8][c:9]([Br:13])[c:10]([Br:12])[cH:11]1)[OH:14]. Reactants: C(C1=CC=CC=C1)OC(=O)N[C@@H](C(C)C)C(=O)OCCC(=O)O (3-(N-benzyloxycarbonyl-L-valyloxy)propanoic acid), solution, [OH-].C(CCC)[N+](CCCC)(CCCC)CCCC (tetrabutylammonium hydroxide), ClCI (chloroiodomethane). Run in O1CCOCC1 (1,4-dioxane). Run at time 2 hour. Yields the product C(C1=CC=CC=C1)OC(=O)N[C@@H](C(C)C)C(=O)OCCC(=O)OCCl (Chloromethyl 3-(N-benzyloxycarbonyl-L-valyloxy)-propionate). As a reaction SMILES: [CH2:1]([O:8][C:9]([NH:11][C@H:12]([C:16]([O:18][CH2:19][CH2:20][C:21]([OH:23])=[O:22])=[O:17])[CH:13]([CH3:15])[CH3:14])=[O:10])[C:2]1[CH:7]=[CH:6][CH:5]=[CH:4][CH:3]=1.[OH-].C([N+](CCCC)(CCCC)CCCC)CCC.[Cl:42][CH2:43]I>O1CCOCC1>[CH2:1]([O:8][C:9]([NH:11][C@H:12]([C:16]([O:18][CH2:19][CH2:20][C:21]([O:23][CH2:43][Cl:42])=[O:22])=[O:17])[CH:13]([CH3:15])[CH3:14])=[O:10])[C:2]1[CH:3]=[CH:4][CH:5]=[CH:6][CH:7]=1 |f:1.2|. Procedure: To a solution of 3-(N-benzyloxycarbonyl-L-valyloxy)propanoic acid (5.2 g, 16.08 mmole) in 1,4-dioxane (50 ml) was added a 40% solution of tetrabutylammonium hydroxide (10.43 g, 16.08 mmole) and the mixture was stirred 2 hours at room temperature. The mixture was evaporated under reduced pressure and co-evaporated two times with 1,4-dioxane and two times with toluene. The dried product was dissolved in 40 ml dichloromethane and chloroiodomethane (28.4 g. 160 mmole) was added. The solution was sti...